From a dataset of the Open Reaction Database (ORD), a public repository of structured organic reaction records. describe an organic reaction: reactants, conditions, products, and yield Reactants: CC(C)(C)OC(=O)C(C)(C)Sc1nc(CCOc2ccc(Br)cn2)cs1, O=C([O-])O, OB(O)Oc1ccc(F)cc1, [Na+], C1CCOC1, O, c1ccc(P(c2ccccc2)(c2ccccc2)[Pd](P(c2ccccc2)(c2ccccc2)c2ccccc2)(P(c2ccccc2)(c2ccccc2)c2ccccc2)P(c2ccccc2)(c2ccccc2)c2ccccc2)cc1. The product is CC(C)(C)OC(=O)C(C)(C)Sc1nc(CCOc2ccc(-c3ccc(F)cc3)cn2)cs1. RXN SMILES: [C:1]([CH3:2])([CH3:3])([CH3:4])[O:5][C:6]([C:7]([CH3:8])([CH3:9])[S:10][c:11]1[s:12][cH:13][c:14]([CH2:16][CH2:17][O:18][c:19]2[n:20][cH:21][c:22]([Br:25])[cH:23][cH:24]2)[n:15]1)=[O:26].[C:44](=[O:45])([O-:46])[OH:47].[F:27][c:28]1[cH:29][cH:30][c:31]([O:34][B:35]([OH:36])[OH:37])[cH:32][cH:33]1.[Na+:48].[O:39]1[CH2:40][CH2:41][CH2:42][CH2:43]1.[OH2:38].[cH:49]1[cH:50][cH:51][c:52]([P:53]([Pd:54]([P:55]([c:56]2[cH:57][cH:58][cH:59][cH:60][cH:61]2)([c:62]2[cH:63][cH:64][cH:65][cH:66][cH:67]2)[c:68]2[cH:69][cH:70][cH:71][cH:72][cH:73]2)([P:74]([c:75]2[cH:76][cH:77][cH:78][cH:79][cH:80]2)([c:81]2[cH:82][cH:83][cH:84][cH:85][cH:86]2)[c:87]2[cH:88][cH:89][cH:90][cH:91][cH:92]2)[P:93]([c:94]2[cH:95][cH:96][cH:97][cH:98][cH:99]2)([c:100]2[cH:101][cH:102][cH:103][cH:104][cH:105]2)[c:106]2[cH:107][cH:108][cH:109][cH:110][cH:111]2)([c:112]2[cH:113][cH:114][cH:115][cH:116][cH:117]2)[c:118]2[cH:119][cH:120][cH:121][cH:122][cH:123]2)[cH:124][cH:125]1>>[C:1]([CH3:2])([CH3:3])([CH3:4])[O:5][C:6]([C:7]([CH3:8])([CH3:9])[S:10][c:11]1[s:12][cH:13][c:14]([CH2:16][CH2:17][O:18][c:19]2[n:20][cH:21][c:22](-[c:31]3[cH:30][cH:29][c:28]([F:27])[cH:33][cH:32]3)[cH:23][cH:24]2)[n:15]1)=[O:26]. The reactants are [BH3-]C#N, CO, CCOCC, O=C(N1CCc2ccc(Cl)c(NCCCC3(c4ccccc4)OCCO3)c2CC1)C(F)(F)F, ClCCl, Cl, [Na+]. Yields the product O=C(N1CCc2ccc(Cl)c(N3CCCC3c3ccccc3)c2CC1)C(F)(F)F. RXN SMILES: [C:37]([BH3-:38])#[N:39].[CH3:34][OH:35].[CH3:44][CH2:45][O:46][CH2:47][CH3:48].[Cl:1][c:2]1[c:3]([NH:19][CH2:20][CH2:21][CH2:22][C:23]2([c:28]3[cH:29][cH:30][cH:31][cH:32][cH:33]3)[O:24][CH2:25][CH2:26][O:27]2)[c:4]2[c:5]([cH:17][cH:18]1)[CH2:6][CH2:7][N:8]([C:11]([C:12]([F:13])([F:14])[F:15])=[O:16])[CH2:9][CH2:10]2.[Cl:41][CH2:42][Cl:43].[ClH:36].[Na+:40]>>[Cl:1][c:2]1[c:3]([N:19]2[CH2:20][CH2:21][CH2:22][CH:23]2[c:28]2[cH:29][cH:30][cH:31][cH:32][cH:33]2)[c:4]2[c:5]([cH:17][cH:18]1)[CH2:6][CH2:7][N:8]([C:11]([C:12]([F:13])([F:14])[F:15])=[O:16])[CH2:9][CH2:10]2. The reactants are OC1=C(N(C(=CC1=O)C)C)C(=O)NC (3-Hydroxy-N,1,6-trimethyl-4-oxo-1,4-dihydropyridine-2-carboxamide), 2-(1-hydroxymethyl)-6-methylpyromeconic, C(C1=CC=CC=C1)Br (benzyl bromide), CO (methanol), CC1=CC(=O)C(=CO1)O (Allomaltol). Run in [OH-].[Na+] (sodium hydroxide), O (water). Yields the product OCC=1OC(=CC(C1OCC1=CC=CC=C1)=O)C (2-hydroxymethyl-3-benzyloxy-6-methyl-pyran-4(1H)-one). RXN SMILES: [OH:1][C:2]1[C:7](=[O:8])[CH:6]=[C:5]([CH3:9])N(C)[C:3]=1[C:11](NC)=[O:12].CC1OC=C(O)C(=[O:19])C=1.[CH2:24](Br)[C:25]1[CH:30]=[CH:29][CH:28]=[CH:27][CH:26]=1.CO>[OH-].[Na+].O>[OH:12][CH2:11][C:3]1[O:19][C:5]([CH3:9])=[CH:6][C:7](=[O:8])[C:2]=1[O:1][CH2:24][C:25]1[CH:30]=[CH:29][CH:28]=[CH:27][CH:26]=1 |f:4.5|. Procedure: 3-Hydroxy-N,1,6-trimethyl-4-oxo-1,4-dihydropyridine-2-carboxamide has been prepared by the method, described in examples 45 to 48, 53, and 58 of WO98/54318. Allomaltol (1) is converted to 2-(1-hydroxymethyl)-6-methylpyromeconic acid (2) according to the procedure described in FR1516463. The 2-(1-hydroxymethyl)-6-methylpyromeconic acid (2) is reacted with benzyl bromide in sodium hydroxide in a 10:1 mixture of methanol and water to give the 2-hydroxymethyl-3-benzyloxy-6-methyl-pyran-4(1H)-one (3)... The reactants are C(C)(=O)NC=1SC=C(N1)C=CC=1C=C(C=CC1)CC(=O)O (3-{2-[2-(Acetylamino)-1,3-thiazol-4-yl]vinyl}phenylacetic acid). The product is C(C)(=O)NC=1SC=C(N1)CCC=1C=C(C=CC1)CC(=O)O (3-{2-[2-(acetylamino)-1,3-thiazol-4-yl]ethyl}phenylacetic acid). The solvent is O1CCCC1 (tetrahydrofuran), CO (methanol). Yield: 91.7%. Procedure details: 3-{2-[2-(Acetylamino)-1,3-thiazol-4-yl]vinyl}phenylacetic acid (4.500 g, 14.88 mmol) was dissolved in a mixed solvent of tetrahydrofuran (225 ml) and methanol (90 ml), and 20% palladium carbon (containing 50% water, 1.800 g) was added. Hydrogenation was performed at room temperature −30° C., 4 atm. After the completion of the reaction, the reaction mixture was filtered through celite, and the filtrate was concentrated. Diethyl ether (100 ml) was added to the residue, and the precipitate was coll... RXN SMILES: [C:1]([NH:4][C:5]1[S:6][CH:7]=[C:8]([CH:10]=[CH:11][C:12]2[CH:13]=[C:14]([CH2:18][C:19]([OH:21])=[O:20])[CH:15]=[CH:16][CH:17]=2)[N:9]=1)(=[O:3])[CH3:2]>O1CCCC1.CO.[C].[Pd]>[C:1]([NH:4][C:5]1[S:6][CH:7]=[C:8]([CH2:10][CH2:11][C:12]2[CH:13]=[C:14]([CH2:18][C:19]([OH:21])=[O:20])[CH:15]=[CH:16][CH:17]=2)[N:9]=1)(=[O:3])[CH3:2] |f:3.4|. The reagents and catalysts are [C].[Pd] (palladium carbon). The reactants are N(=O)[O-].[Na+] (Sodium nitrite), S(=O)(C1=CC=C(C=C1)N)(=O)F (Sulfanilyl fluoride), Cl (HCl), diazonium salt, ClC1=C(C=CC=C1)O (o-chlorophenol), Cl (hydrochloric acid). Run in O (water), N1=CC=CC=C1 (pyridine). Conditions: time 5 minute. The product is ClC1=C(C=CC(=C1)N=NC1=CC=C(C=C1)S(=O)(=O)F)O (2-Chloro-4-(4-fluorosulfonylphenylazo)phenol). Reaction SMILES: [S:1]([F:11])(=[O:10])([C:3]1[CH:8]=[CH:7][C:6]([NH2:9])=[CH:5][CH:4]=1)=[O:2].Cl.[N:13]([O-])=O.[Na+].[Cl:17][C:18]1[CH:23]=[CH:22][CH:21]=[CH:20][C:19]=1[OH:24]>O.N1C=CC=CC=1>[Cl:17][C:18]1[CH:23]=[C:22]([N:13]=[N:9][C:6]2[CH:5]=[CH:4][C:3]([S:1]([F:11])(=[O:10])=[O:2])=[CH:8][CH:7]=2)[CH:21]=[CH:20][C:19]=1[OH:24] |f:2.3|. Reported procedure: Sulfanilyl fluoride (17.5 g, 0.1 mole) was dissolved in 75 ml warn saturated methanolic HCl, and the resulting solution was cooled in a methanol-ice bath. Sodium nitrite (7.0 g, 0.1 mole), dissolved in 25 ml water was then added dropwise, and the solution stirred 5 minutes more. The diazonium salt solution was then added dropwise to a cold (cooled in an ice bath) solution of o-chlorophenol (12.8 g, 0.099 mole) dissolved in 150 ml pyridine. The reaction mixture was stirred an additional 15 minute...